From a dataset of the Open Reaction Database (ORD), a public repository of structured organic reaction records. describe an organic reaction: reactants, conditions, products, and yield The reactants are C(C)C1=NOC(=N1)CN1C(N(C(C2=C1C=C(S2)C2=CC=CC=C2)=O)C2CCN(CC2)C(=O)OC(C)(C)C)=O (tert-butyl 4-{1-[(3-ethyl-1,2,4-oxadiazol-5-yl)methyl]-2,4-dioxo-6-phenyl-1,4-dihydrothieno[3,2-d]pyrimidin-3(2H)-yl}piperidine-1-carboxylate), C(C)C1=NOC(=N1)CN1C(N(C(C2=C1C=C(S2)C2=CC=CC=C2)=O)C2CCN(CC2)C(=O)OC(C)(C)C)=O (tert-butyl 4-{1-[(3-ethyl-1,2,4-oxadiazol-5-yl)methyl]-2,4-dioxo-6-phenyl-1,4-dihydrothieno[3,2-d]pyrimidin-3(2H)-yl}piperidine-1-carboxylate), Cl (hydrogen chloride), O (water), [OH-].[Na+] (sodium hydroxide). The solvent is C(Cl)Cl (DCM), O1CCOCC1 (1,4-dioxane). Product: C(C)C1=NOC(=N1)CN1C(N(C(C2=C1C=C(S2)C2=CC=CC=C2)=O)C2CCNCC2)=O (1-(3-Ethyl-[1,2,4]oxadiazol-5-ylmethyl)-6-phenyl-3-piperidin-4-yl-1H-thieno[3,2-d]pyrimidine-2,4-dione). As a reaction SMILES: [CH2:1]([C:3]1[N:7]=[C:6]([CH2:8][N:9]2[C:14]3[CH:15]=[C:16]([C:18]4[CH:23]=[CH:22][CH:21]=[CH:20][CH:19]=4)[S:17][C:13]=3[C:12](=[O:24])[N:11]([CH:25]3[CH2:30][CH2:29][N:28](C(OC(C)(C)C)=O)[CH2:27][CH2:26]3)[C:10]2=[O:38])[O:5][N:4]=1)[CH3:2].Cl.O.[OH-].[Na+]>C(Cl)Cl.O1CCOCC1>[CH2:1]([C:3]1[N:7]=[C:6]([CH2:8][N:9]2[C:14]3[CH:15]=[C:16]([C:18]4[CH:23]=[CH:22][CH:21]=[CH:20][CH:19]=4)[S:17][C:13]=3[C:12](=[O:24])[N:11]([CH:25]3[CH2:30][CH2:29][NH:28][CH2:27][CH2:26]3)[C:10]2=[O:38])[O:5][N:4]=1)[CH3:2] |f:3.4|. Procedure details: A solution of tert-butyl 4-{1-[(3-ethyl-1,2,4-oxadiazol-5-yl)methyl]-2,4-dioxo-6-phenyl-1,4-dihydrothieno[3,2-d]pyrimidin-3(2H)-yl}piperidine-1-carboxylate (2.79 g; compound B7) in DCM (20 ml) is reacted with a solution of hydrogen chloride in 1,4-dioxane (15 ml, 4.0 M) for 12 h at RT. Subsequently water is added (50 ml) and the pH is adjusted to about pH14 by addition of aqueous sodium hydroxide solution (5 M). The mixture is extracted with DCM (3×100 ml) and the combined organic layers are dri... Starting materials: CCC([BH-](C(CC)C)C(CC)C)C.[Li+] (L-Selectride), ClC=1C=C(C=CC1)[C@H]1C[C@](C(N([C@@H]1C1=CC=C(C=C1)Cl)[C@H](C(C)=O)C1CC1)=O)(C)CC(=O)O (2-((3R,5R,6S)-5-(3-chlorophenyl)-6-(4-chlorophenyl)-1-((S)-1-cyclopropyl-2-oxopropyl)-3-methyl-2-oxopiperidin-3-yl)acetic acid). Solvent: C1CCOC1 (THF), C1CCOC1 (THF). Conditions: temperature 0 celsius, time 90 minute. Yields the product ClC=1C=C(C=CC1)[C@H]1C[C@](C(N([C@@H]1C1=CC=C(C=C1)Cl)[C@H]([C@H](C)O)C1CC1)=O)(C)CC(=O)O (2-((3R,5R,6S)-5-(3-Chlorophenyl)-6-(4-chlorophenyl)-1-((1S,2S)-1-cyclopropyl-2-hydroxypropyl)-3-methyl-2-oxopiperidin-3-yl)acetic acid). As a reaction SMILES: CCC(C)[BH-](C(C)CC)C(C)CC.[Li+].[Cl:15][C:16]1[CH:17]=[C:18]([C@@H:22]2[C@@H:27]([C:28]3[CH:33]=[CH:32][C:31]([Cl:34])=[CH:30][CH:29]=3)[N:26]([C@@H:35]([CH:39]3[CH2:41][CH2:40]3)[C:36](=[O:38])[CH3:37])[C:25](=[O:42])[C@:24]([CH2:44][C:45]([OH:47])=[O:46])([CH3:43])[CH2:23]2)[CH:19]=[CH:20][CH:21]=1>C1COCC1>[Cl:15][C:16]1[CH:17]=[C:18]([C@@H:22]2[C@@H:27]([C:28]3[CH:33]=[CH:32][C:31]([Cl:34])=[CH:30][CH:29]=3)[N:26]([C@@H:35]([CH:39]3[CH2:41][CH2:40]3)[C@@H:36]([OH:38])[CH3:37])[C:25](=[O:42])[C@:24]([CH2:44][C:45]([OH:47])=[O:46])([CH3:43])[CH2:23]2)[CH:19]=[CH:20][CH:21]=1 |f:0.1|. Procedure details: L-Selectride® (Aldrich, St. Louis, Mo.), (1M in THF, 5.0 ml, 5.00 mmol) was added dropwise over the course of 5 minutes to a solution of 2-((3R,5R,6S)-5-(3-chlorophenyl)-6-(4-chlorophenyl)-1-((S)-1-cyclopropyl-2-oxopropyl)-3-methyl-2-oxopiperidin-3-yl)acetic acid (Example 257, Step E, 1.035 g, 2.12 mmol) in THF (35 ml) at −78° C. After 90 min, the mixture was allowed to warm to 0° C. and was carefully quenched by the addition of saturated ammonium chloride. The aqueous phase was extracted three ... Starting materials: C(C)(C)(C)OC(N[C@@H](CC1=CC=C(C=C1)OC1=CC=C(C=C1)Cl)CNO)=O ({(S)-2-[4-(4-chloro-phenoxy)-phenyl]-1-hydroxyaminomethyl-ethyl}-carbamic acid tert-butyl ester), Cl (HCl), O1CCOCC1 (dioxane). Conditions: time 8 hour. The product is Cl.N[C@H](CNO)CC1=CC=C(C=C1)OC1=CC=C(C=C1)Cl (N-{(S)-2-amino-3-[4-(4-chloro-phenoxy)-phenyl]-propyl}-hydroxyamine HCl salt). Yield: 132.1%. RXN SMILES: C(OC(=O)[NH:7][C@H:8]([CH2:24][NH:25][OH:26])[CH2:9][C:10]1[CH:15]=[CH:14][C:13]([O:16][C:17]2[CH:22]=[CH:21][C:20]([Cl:23])=[CH:19][CH:18]=2)=[CH:12][CH:11]=1)(C)(C)C.Cl.O1CCOCC1>>[ClH:23].[NH2:7][C@@H:8]([CH2:9][C:10]1[CH:15]=[CH:14][C:13]([O:16][C:17]2[CH:18]=[CH:19][C:20]([Cl:23])=[CH:21][CH:22]=2)=[CH:12][CH:11]=1)[CH2:24][NH:25][OH:26] |f:3.4|. Procedure details: To {(S)-2-[4-(4-chloro-phenoxy)-phenyl]-1-hydroxyaminomethyl-ethyl}-carbamic acid tert-butyl ester (18 mg, 0.046 mmol, 1 eq) in a 2 ml-vial was added 4 N HCl in dioxane (1 ml, 4 mmol, 86 eq.). The mixture was shaken at rt overnight. Then the volatile material was removed to give the desired product (10 mg, 74% yield) as white solid. 1H NMR (400 MHz, DMSO-d6) δ 2.94-3.01 (dd, J=6.8, 11.2 Hz, 1H), 3.01-3.05 (dd, J=5.2, 11.2 Hz, 1H), 3.17-3.20 (dd, J=2.4, 11.2 Hz, 1H), 3.37-3.42 (m, 1H), 3.80 (m, 1... The reactants are [Al+3], CCOC(C)=O, [H-], [H-], [H-], [H-], [Li+], CCOC(=O)c1n[nH]c(NCCCCOc2cccc(CN3CCCCC3)c2)n1, C1CCOC1. Yields the product OCc1n[nH]c(NCCCCOc2cccc(CN3CCCCC3)c2)n1. Reaction SMILES: [Al+3:31].[CH3:36][CH2:37][O:38][C:39](=[O:40])[CH3:41].[H-:30].[H-:33].[H-:34].[H-:35].[Li+:32].[N:1]1([CH2:7][c:8]2[cH:9][c:10]([O:11][CH2:12][CH2:13][CH2:14][CH2:15][NH:16][c:17]3[n:18][c:19]([C:22](=[O:23])[O:24][CH2:25][CH3:26])[n:20][nH:21]3)[cH:27][cH:28][cH:29]2)[CH2:2][CH2:3][CH2:4][CH2:5][CH2:6]1.[O:42]1[CH2:43][CH2:44][CH2:45][CH2:46]1>>[N:1]1([CH2:7][c:8]2[cH:9][c:10]([O:11][CH2:12][CH2:13][CH2:14][CH2:15][NH:16][c:17]3[n:18][c:19]([CH2:22][OH:23])[n:20][nH:21]3)[cH:27][cH:28][cH:29]2)[CH2:2][CH2:3][CH2:4][CH2:5][CH2:6]1. Reactants: O (water), ClC1=CC=C(C=C1)SCl (4-Chlorobenzenesulfenyl chloride), ClC1=CC=CC(=N1)OC1=CC=C(C=C1)N(C(=O)N)C (4-((6-chloro-2-pyridinyl)oxy)phenyl-N-methylurea), N1=CC=CC=C1 (pyridine). The solvent is CCCCCC (hexane). Conditions: temperature 30 celsius. The product is ClC1=CC=C(C=C1)SN(C(=O)NC1=CC=C(C=C1)OC1=NC(=CC=C1)Cl)C (N-((4-chlorophenyl)thio)-N'-(4-((6-chloro-2-pyridinyl)oxy)phenyl)-N-methylurea). Reaction SMILES: [Cl:1][C:2]1[CH:7]=[CH:6][C:5]([S:8]Cl)=[CH:4][CH:3]=1.[Cl:10][C:11]1[N:16]=[C:15]([O:17][C:18]2[CH:23]=[CH:22][C:21]([N:24](C)[C:25]([NH2:27])=[O:26])=[CH:20][CH:19]=2)[CH:14]=[CH:13][CH:12]=1.N1C=CC=C[CH:30]=1.O>CCCCCC>[Cl:1][C:2]1[CH:7]=[CH:6][C:5]([S:8][N:27]([CH3:30])[C:25]([NH:24][C:21]2[CH:20]=[CH:19][C:18]([O:17][C:15]3[CH:14]=[CH:13][CH:12]=[C:11]([Cl:10])[N:16]=3)=[CH:23][CH:22]=2)=[O:26])=[CH:4][CH:3]=1. Procedure details: 4-Chlorobenzenesulfenyl chloride (8.68 grams; 0.0496 mole) was added over a period of about 3 minutes to a solution of N'-(4-((6-chloro-2-pyridinyl)oxy)phenyl-N-methylurea (8.3 grams; 0.03 mole) in 50 ml. of dry pyridine. The resulting reaction mixture was stirred at a temperature of about 30° C. for a period of about one and one-half hours and then poured into 250 ml. of cold water. The resulting sticky product precipitate was dissolved in hot hexane, reprecipitated therefrom upon standing and ... Starting materials: [OH-].[Na+] (NaOH), COC(CC1=CSC2=C1C(=CC(=C2)OCC=2C(=NC(=CC2)C(F)(F)F)C)C)=O (methyl(4-methyl-6-((2-methyl-6-(trifluoromethyl)pyridin-3-yl)methoxy)-1-benzothiophen-3-yl)acetate), Cl (HCl). The solvent is CCO (EtOH). The product is CC1=CC(=CC2=C1C(=CS2)CC(=O)O)OCC=2C(=NC(=CC2)C(F)(F)F)C ((4-Methyl-6-((2-methyl-6-(trifluoromethyl)pyridin-3-yl)methoxy)-1-benzothiophen-3-yl)acetic acid). Isolated yield 76.8%. RXN SMILES: C[O:2][C:3](=[O:28])[CH2:4][C:5]1[C:9]2[C:10]([CH3:27])=[CH:11][C:12]([O:14][CH2:15][C:16]3[C:17]([CH3:26])=[N:18][C:19]([C:22]([F:25])([F:24])[F:23])=[CH:20][CH:21]=3)=[CH:13][C:8]=2[S:7][CH:6]=1.[OH-].[Na+].Cl>CCO>[CH3:27][C:10]1[C:9]2[C:5]([CH2:4][C:3]([OH:28])=[O:2])=[CH:6][S:7][C:8]=2[CH:13]=[C:12]([O:14][CH2:15][C:16]2[C:17]([CH3:26])=[N:18][C:19]([C:22]([F:24])([F:23])[F:25])=[CH:20][CH:21]=2)[CH:11]=1 |f:1.2|. Procedure: To a mixture of methyl(4-methyl-6-((2-methyl-6-(trifluoromethyl)pyridin-3-yl)methoxy)-1-benzothiophen-3-yl)acetate (222.5 mg) and EtOH (5 mL) was added 1N NaOH (1 mL) at room temperature, and the mixture was refluxed for 2 h. The mixture was neutralized with 1N HCl at room temperature and extracted with EtOAc. The organic layer was separated, washed with brine, dried over MgSO4 and concentrated in vacuo. The residue was crystallized from EtOAc-hexane to give the title compound (165 mg). Starting materials: COC1=NC(=NC(=C1)OC)OC=1C(=NC(=CC1)N(C)C)C(=O)[O-].[K+] (potassium 3-(4,6-dimethoxypyrimidin-2-yl)oxy-6-dimethylaminopicolinate), O (water), resultant mixture, C([O-])([O-])=O.[Ca+2] (calcium carbonate). Solvent: O1CCCC1 (tetrahydrofuran). Yields the product COC1=NC(=NC(=C1)OC)OC=1C(=NC(=CC1)N(C)C)C(=O)[O-].[Ca+2].COC1=NC(=NC(=C1)OC)OC=1C(=NC(=CC1)N(C)C)C(=O)[O-] (calcium 3-(4,6-dimethoxypyrimidin-2-yl)oxy-6-dimethylaminopicolinate). Reaction SMILES: [CH3:1][O:2][C:3]1[CH:8]=[C:7]([O:9][CH3:10])[N:6]=[C:5]([O:11][C:12]2[C:13]([C:21]([O-:23])=[O:22])=[N:14][C:15]([N:18]([CH3:20])[CH3:19])=[CH:16][CH:17]=2)[N:4]=1.[K+].C(=O)([O-])[O-].[Ca+2:29].O>O1CCCC1>[CH3:10][O:9][C:7]1[CH:8]=[C:3]([O:2][CH3:1])[N:4]=[C:5]([O:11][C:12]2[C:13]([C:21]([O-:23])=[O:22])=[N:14][C:15]([N:18]([CH3:19])[CH3:20])=[CH:16][CH:17]=2)[N:6]=1.[Ca+2:29].[CH3:10][O:9][C:7]1[CH:8]=[C:3]([O:2][CH3:1])[N:4]=[C:5]([O:11][C:12]2[C:13]([C:21]([O-:23])=[O:22])=[N:14][C:15]([N:18]([CH3:19])[CH3:20])=[CH:16][CH:17]=2)[N:6]=1 |f:0.1,2.3,6.7.8|. Procedure details: 1.0 g (3.1 mmol) of potassium 3-(4,6-dimethoxypyrimidin-2-yl)oxy-6-dimethylaminopicolinate was dissolved in 10 ml of tetrahydrofuran, and 0.15 g (1.5 mmol) of precipitated calcium carbonate was added thereto. Furthermore, 10 ml of water was added to the resultant mixture, and the mixture was stirred at room temperature. The reaction liquor was concentrated under reduced pressure, and acetone was added thereto to precipitate a crystal. The crystal thus obtained was separated by filtration and was... Reactants: C1(=CC=CC=C1)CCCC(CCCC1=CC=CC=C1)NC(=O)C1CCN(CC1)C(=O)C1CCNCC1 (1-(piperidine-4-carbonyl)-piperidine-4-carboxylic acid [4-phenyl-1-(3-phenyl-propyl)-butyl]-amide), O1[C@H](C1)COC1=C2C=CC=NC2=CC=C1 ((R)-5-oxiranylmethoxy-quinoline). Run in C(C)O (ethanol). Yields the product C1(=CC=CC=C1)CCCC(CCCC1=CC=CC=C1)NC(=O)C1CCN(CC1)C(=O)C1CCN(CC1)C[C@H](COC1=C2C=CC=NC2=CC=C1)O (N-{1-[2-(R)-hydroxy-3-(quinolin-5-yloxy)-propyl]piperidine-4-carbonyl}-piperidine-4-carboxylic acid [4-phenyl-1-(3-phenyl-propyl)-butyl]-amide). Yield: 58.2%. Reaction SMILES: [C:1]1([CH2:7][CH2:8][CH2:9][CH:10]([NH:20][C:21]([CH:23]2[CH2:28][CH2:27][N:26]([C:29]([CH:31]3[CH2:36][CH2:35][NH:34][CH2:33][CH2:32]3)=[O:30])[CH2:25][CH2:24]2)=[O:22])[CH2:11][CH2:12][CH2:13][C:14]2[CH:19]=[CH:18][CH:17]=[CH:16][CH:15]=2)[CH:6]=[CH:5][CH:4]=[CH:3][CH:2]=1.[O:37]1[CH2:39][C@@H:38]1[CH2:40][O:41][C:42]1[CH:51]=[CH:50][CH:49]=[C:48]2[C:43]=1[CH:44]=[CH:45][CH:46]=[N:47]2>C(O)C>[C:1]1([CH2:7][CH2:8][CH2:9][CH:10]([NH:20][C:21]([CH:23]2[CH2:24][CH2:25][N:26]([C:29]([CH:31]3[CH2:36][CH2:35][N:34]([CH2:39][C@@H:38]([OH:37])[CH2:40][O:41][C:42]4[CH:51]=[CH:50][CH:49]=[C:48]5[C:43]=4[CH:44]=[CH:45][CH:46]=[N:47]5)[CH2:33][CH2:32]3)=[O:30])[CH2:27][CH2:28]2)=[O:22])[CH2:11][CH2:12][CH2:13][C:14]2[CH:15]=[CH:16][CH:17]=[CH:18][CH:19]=2)[CH:6]=[CH:5][CH:4]=[CH:3][CH:2]=1. Reported procedure: 1-(Piperidine-4-carbonyl)-piperidine-4-carboxylic acid [4-phenyl-1-(3-phenyl-propyl)-butyl]-amide (71) (243.4 mg; 0.497 mmol) is dissolved in ethanol (12 mL) at ambient temperature. (R)-5-Oxiranylmethoxy-quinoline (2) (100.0 mg; 0.497 mmol) is added, then the mixture is refluxed for 16 hours. After cooling to ambient temperature, the solution is concentrated in vacuo at 40° C. The residue is purified via silica gel chromatography with gradient elution (50%→100% acetone in hexanes, then 5%→20% et... Starting materials: CC(C)(C)OC(=O)N1CCCC1CO, CCC(=[N+]=[N-])C(=O)[O-], ClCCCl, CCOC(=O)C=[N+]=[N-]. The product is CCOC(=O)COCC1CCCN1C(=O)OC(C)(C)C. Reaction SMILES: [C:1]([CH3:2])([CH3:3])([CH3:4])[O:5][C:6](=[O:7])[N:8]1[CH:9]([CH2:10][OH:11])[CH2:12][CH2:13][CH2:14]1.[CH2:15]([C:16](=[N+:17]=[N-:18])[C:19]([O-:20])=[O:21])[CH3:22].[Cl:31][CH2:32][CH2:33][Cl:34].[N+:23](=[N-:24])=[CH:25][C:26](=[O:27])[O:28][CH2:29][CH3:30]>>[C:1]([CH3:2])([CH3:3])([CH3:4])[O:5][C:6](=[O:7])[N:8]1[CH:9]([CH2:10][O:11][CH2:25][C:26](=[O:27])[O:28][CH2:29][CH3:30])[CH2:12][CH2:13][CH2:14]1.